From a dataset of the Open Reaction Database (ORD), a public repository of structured organic reaction records. describe an organic reaction: reactants, conditions, products, and yield Reactants: B(O)(O)C1=CC=C(C(=O)O)C=C1 (4-boronobenzoic acid), BrC1=CC=NC=C1 (4-bromopyridine), C([O-])([O-])=O.[K+].[K+] (potassium carbonate). Reagents/catalysts: Cl[Pd]([P](C1=CC=CC=C1)(C2=CC=CC=C2)C3=CC=CC=C3)([P](C4=CC=CC=C4)(C5=CC=CC=C5)C6=CC=CC=C6)Cl (Bis(triphenylphosphine)palladium(II) chloride). Run in C(C)#N (acetonitrile), O (water). Reaction conditions: temperature 100 celsius, time 24 hour. The product is N1=CC=C(C=C1)C1=CC=C(C(=O)O)C=C1 (4-(pyridin-4-yl)benzoic acid). Yield: 90.4%. Reaction SMILES: B([C:4]1[CH:12]=[CH:11][C:7]([C:8]([OH:10])=[O:9])=[CH:6][CH:5]=1)(O)O.Br[C:14]1[CH:19]=[CH:18][N:17]=[CH:16][CH:15]=1.C(=O)([O-])[O-].[K+].[K+]>C(#N)C.O.Cl[Pd](Cl)([P](C1C=CC=CC=1)(C1C=CC=CC=1)C1C=CC=CC=1)[P](C1C=CC=CC=1)(C1C=CC=CC=1)C1C=CC=CC=1>[N:17]1[CH:18]=[CH:19][C:14]([C:4]2[CH:12]=[CH:11][C:7]([C:8]([OH:10])=[O:9])=[CH:6][CH:5]=2)=[CH:15][CH:16]=1 |f:2.3.4,^1:32,51|. Reported procedure: To a solution of 4-boronobenzoic acid (1.66 g, 10 mmol) and 4-bromopyridine (1.72 g, 11 mmol) in acetonitrile (40 mL) and water (40 mL), potassium carbonate (5.5 g, 40 mmol), Bis(triphenylphosphine)palladium(II) chloride (400 mg, 0.37 mmol) was added. The mixture was degassed and purged withed nitrogen. The mixture was stirred at 100° C. for 24 h. Then the hot suspension was filtered and concentrated to half of the original volume and washed with dichloromethane. The aquatic phase was adjusted t... Starting materials: CCN=C=NCCCN(C)C, CN(C)C=O, Cl, CCOP(=O)(Cc1ccc(NC(=O)CCc2sc(N)nc2-c2ccc(Cl)cc2)cc1)OCC, O, O=C(O)c1ccccn1, On1nnc2ccccc21. The product is CCOP(=O)(Cc1ccc(NC(=O)CCc2sc(NC(=O)c3ccccn3)nc2-c2ccc(Cl)cc2)cc1)OCC. RXN SMILES: [CH2:54]([N:55]=[C:56]=[N:57][CH2:58][CH2:59][CH2:60][N:61]([CH3:62])[CH3:63])[CH3:64].[CH3:66][N:67]([CH3:68])[CH:69]=[O:70].[ClH:53].[NH2:1][c:2]1[s:3][c:4]([CH2:14][CH2:15][C:16](=[O:17])[NH:18][c:19]2[cH:20][cH:21][c:22]([CH2:25][P:26](=[O:27])([O:28][CH2:29][CH3:30])[O:31][CH2:32][CH3:33])[cH:23][cH:24]2)[c:5](-[c:7]2[cH:8][cH:9][c:10]([Cl:13])[cH:11][cH:12]2)[n:6]1.[OH2:65].[OH:34][C:35](=[O:36])[c:37]1[cH:38][cH:39][cH:40][cH:41][n:42]1.[OH:43][n:44]1[c:45]2[cH:46][cH:47][cH:48][cH:49][c:50]2[n:51][n:52]1>>[NH:1]([c:2]1[s:3][c:4]([CH2:14][CH2:15][C:16](=[O:17])[NH:18][c:19]2[cH:20][cH:21][c:22]([CH2:25][P:26](=[O:27])([O:28][CH2:29][CH3:30])[O:31][CH2:32][CH3:33])[cH:23][cH:24]2)[c:5](-[c:7]2[cH:8][cH:9][c:10]([Cl:13])[cH:11][cH:12]2)[n:6]1)[C:35](=[O:34])[c:37]1[cH:38][cH:39][cH:40][cH:41][n:42]1. The reactants are ClCC=1OC=CC1 (2-chloromethylfuran), solution, C(CCC)[Li] (butyllithium), COC=1[C@H](N=C(CN1)OC)C(C)C ((2R)-2,5-dihydro-3,6-dimethoxy-2-isopropylpyrazine). Run in C1CCOC1 (THF), CCCCCC (hexane), C1CCOC1 (THF). Reaction conditions: temperature -78 celsius, time 1 hour. Yields the product COC=1[C@H](N=C([C@@H](N1)CC1=CC=CO1)OC)C(C)C ((2R,5S)-2.5-Dihydro-3,6dimethoxy-2-isopropyl-5-furfurylpyrazine). RXN SMILES: C([Li])CCC.[CH3:6][O:7][C:8]1[C@@H:9]([CH:16]([CH3:18])[CH3:17])[N:10]=[C:11]([O:14][CH3:15])[CH2:12][N:13]=1.Cl[CH2:20][C:21]1[O:22][CH:23]=[CH:24][CH:25]=1>CCCCCC.C1COCC1>[CH3:6][O:7][C:8]1[C@@H:9]([CH:16]([CH3:18])[CH3:17])[N:10]=[C:11]([O:14][CH3:15])[C@H:12]([CH2:20][C:21]2[O:22][CH:23]=[CH:24][CH:25]=2)[N:13]=1. Procedure details: A 1.55M solution of butyllithium (6.45 ml, 10 mmol) in hexane was added by syringe to a stirred solution of (2R)-2,5-dihydro-3,6-dimethoxy-2-isopropylpyrazine (1.84 g, 10 mmol) in THF (50 ml) at -78° C. and the solution stirred for 1 hour at -78° C. A solution of 2-chloromethylfuran (1.3 g, 11 mmol) in THF (10 ml) was added gradually and the stirring continued overnight. The solvent was removed under reduced pressure, the residue dissolved in ethyl acetate (50 ml) and extracted with phosphate bu... The product is COC1CN(C(=O)OC(C)(C)C)CCC1c1cccc(C)c1. Reactants: Cc1cccc(C2CCN(C(=O)OC(C)(C)C)CC2O)c1, CI, [H-], [Na+], CN(C)C=O. Reaction SMILES: [C:1]([CH3:2])([CH3:3])([CH3:4])[O:5][C:6](=[O:7])[N:8]1[CH2:9][CH:10]([OH:21])[CH:11]([c:14]2[cH:15][c:16]([CH3:20])[cH:17][cH:18][cH:19]2)[CH2:12][CH2:13]1.[CH3:24][I:25].[H-:22].[Na+:23].[O:26]=[CH:27][N:28]([CH3:29])[CH3:30]>>[C:1]([CH3:2])([CH3:3])([CH3:4])[O:5][C:6](=[O:7])[N:8]1[CH2:9][CH:10]([O:21][CH3:24])[CH:11]([c:14]2[cH:15][c:16]([CH3:20])[cH:17][cH:18][cH:19]2)[CH2:12][CH2:13]1. Reactants: COCC1CCCN1C(=O)c1cc2nccc(Cl)c2s1, COC(=O)c1c(C)sc2cc(O)ccc12. Yields the product COCC1CCCN1C(=O)c1cc2nccc(Oc3ccc4c(C(=O)OC)c(C)sc4c3)c2s1. RXN SMILES: [Cl:16][c:17]1[c:18]2[c:19]([n:20][cH:21][cH:22]1)[cH:23][c:24]([C:26](=[O:27])[N:28]1[CH:29]([CH2:33][O:34][CH3:35])[CH2:30][CH2:31][CH2:32]1)[s:25]2.[OH:1][c:2]1[cH:3][cH:4][c:5]2[c:6]([s:7][c:8]([CH3:14])[c:9]2[C:10](=[O:11])[O:12][CH3:13])[cH:15]1>>[O:1]([c:2]1[cH:3][cH:4][c:5]2[c:6]([s:7][c:8]([CH3:14])[c:9]2[C:10](=[O:11])[O:12][CH3:13])[cH:15]1)[c:17]1[c:18]2[c:19]([n:20][cH:21][cH:22]1)[cH:23][c:24]([C:26](=[O:27])[N:28]1[CH:29]([CH2:33][O:34][CH3:35])[CH2:30][CH2:31][CH2:32]1)[s:25]2.